From a dataset of the Open Reaction Database (ORD), a public repository of structured organic reaction records. describe an organic reaction: reactants, conditions, products, and yield Starting materials: C([O-])(O)=O.[Na+] (sodium bicarbonate), BrC=1C=C(C(=O)C2=C(C#N)C(=CC=C2)F)C=CC1F (2-(3-Bromo-4-fluoro-benzoyl)-6-fluoro-benzonitrile), CO (methanol), CC(C)(C)S(=O)N (2-Methyl-2-propanesulfinamide). The reagents and catalysts are [O-]CC.[Ti+4].[O-]CC.[O-]CC.[O-]CC (titanium (IV) ethoxide). The solvent is C1CCOC1 (THF), C1CCOC1 (THF). Product: BrC=1C=C(C=CC1F)C(=NS(=O)C(C)(C)C)C1=C(C(=CC=C1)F)C#N (N-((3-Bromo-4-fluorophenyl)(2-cyano-3-fluorophenyl)methylene)-2-methylpropane-2-sulfinamide). Isolated yield 54.7%. RXN SMILES: [Br:1][C:2]1[CH:3]=[C:4]([CH:16]=[CH:17][C:18]=1[F:19])[C:5]([C:7]1[CH:14]=[CH:13][CH:12]=[C:11]([F:15])[C:8]=1[C:9]#[N:10])=O.[CH3:20][C:21]([S:24]([NH2:26])=[O:25])([CH3:23])[CH3:22].CO.C(=O)(O)[O-].[Na+]>C1COCC1.[O-]CC.[Ti+4].[O-]CC.[O-]CC.[O-]CC>[Br:1][C:2]1[CH:3]=[C:4]([C:5]([C:7]2[CH:14]=[CH:13][CH:12]=[C:11]([F:15])[C:8]=2[C:9]#[N:10])=[N:26][S:24]([C:21]([CH3:23])([CH3:22])[CH3:20])=[O:25])[CH:16]=[CH:17][C:18]=1[F:19] |f:3.4,6.7.8.9.10|. Procedure details: 2-(3-Bromo-4-fluoro-benzoyl)-6-fluoro-benzonitrile (7.9 g, 24.5 mmol) dissolved in dry THF (40 mL) was added to a solution of titanium (IV) ethoxide (12.7 ml, 61.3 mmol) in dry THF (30 mL) at room temperature. 2-Methyl-2-propanesulfinamide (3.57 g, 29.4 mmol) was added and the resulting mixture was heated at reflux temperature for 22 h. The reaction mixture was cooled to room temperature and methanol (120 mL) was added, followed by addition of saturated sodium bicarbonate (12 mL). The resulting ... Reactants: [H-].C(C(C)C)[Al+]CC(C)C (Diisobutyl aluminum hydride), C(=O)(OC)C1=NC=CC=C1 (carbomethoxypyridine), C1CCOC1 (THF). Run at time 8 hour. Yields the product CC=1C=CC(=NC1C)CO (5,6-Dimethyl-2-(hydroxymethyl)pyridine). As a reaction SMILES: [H-].C([Al+]CC(C)C)C(C)C.[C:11]([C:15]1[CH:20]=[CH:19]C=C[N:16]=1)(OC)=O.[CH2:21]1[CH2:25][O:24][CH2:23][CH2:22]1>>[CH3:19][C:20]1[CH:23]=[CH:22][C:21]([CH2:25][OH:24])=[N:16][C:15]=1[CH3:11] |f:0.1|. Reported procedure: Diisobutyl aluminum hydride (4.45 mL, 25 mmol) was added to the carbomethoxypyridine from Step 3 (1.4 g, 8.4 mmol ) in THF (40 mL) at -78° C. The mixture was stirred overnight with slow warming to +4° C. The reaction was quenched with solid tartaric acid followed by aqueous sodium potassium tartrate and stirred 1/2 hour. Neutralization with saturated aq. NaHCO3 and extraction with EtOAc (3×) gave after treatment with brine and evaporation 1.12 g (97%) of the title compound. Starting materials: [Br-], CC(C)(C)[O-], O=Cc1cccc(Cl)c1, [K+], O=C1c2ccccc2C(=O)N1CCC[P+](c1ccccc1)(c1ccccc1)c1ccccc1, C1CCOC1. Yields the product O=C1c2ccccc2C(=O)N1CCC=Cc1cccc(Cl)c1. As a reaction SMILES: [Br-:1].[CH3:44][C:45]([CH3:46])([O-:47])[CH3:48].[Cl:35][c:36]1[cH:37][c:38]([CH:39]=[O:40])[cH:41][cH:42][cH:43]1.[K+:49].[O:2]=[C:3]1[N:4]([CH2:13][CH2:14][CH2:15][P+:16]([c:17]2[cH:18][cH:19][cH:20][cH:21][cH:22]2)([c:23]2[cH:24][cH:25][cH:26][cH:27][cH:28]2)[c:29]2[cH:30][cH:31][cH:32][cH:33][cH:34]2)[C:5](=[O:12])[c:6]2[cH:7][cH:8][cH:9][cH:10][c:11]21.[O:50]1[CH2:51][CH2:52][CH2:53][CH2:54]1>>[O:2]=[C:3]1[N:4]([CH2:13][CH2:14][CH:15]=[CH:39][c:38]2[cH:37][c:36]([Cl:35])[cH:43][cH:42][cH:41]2)[C:5](=[O:12])[c:6]2[cH:7][cH:8][cH:9][cH:10][c:11]21. The reactants are CC(C)(C)OC(=O)NC(Cc1ccc(Oc2ccc(Oc3ccccc3)cc2)cc1)C(=O)O, Cl, C1COCCO1. Product: Cl, NC(Cc1ccc(Oc2ccc(Oc3ccccc3)cc2)cc1)C(=O)O. RXN SMILES: [C:1]([O:2][C:3](=[O:4])[NH:8][CH:9]([C:10](=[O:11])[OH:12])[CH2:13][c:14]1[cH:15][cH:16][c:17]([O:20][c:21]2[cH:22][cH:23][c:24]([O:27][c:28]3[cH:29][cH:30][cH:31][cH:32][cH:33]3)[cH:25][cH:26]2)[cH:18][cH:19]1)([CH3:5])([CH3:6])[CH3:7].[ClH:34].[O:35]1[CH2:36][CH2:37][O:38][CH2:39][CH2:40]1>>[ClH:34].[NH2:8][CH:9]([C:10](=[O:11])[OH:12])[CH2:13][c:14]1[cH:15][cH:16][c:17]([O:20][c:21]2[cH:22][cH:23][c:24]([O:27][c:28]3[cH:29][cH:30][cH:31][cH:32][cH:33]3)[cH:25][cH:26]2)[cH:18][cH:19]1. The reactants are C1CCOC1, Cl, CCOC(=O)CN1C(=O)C(C)(C)C(=O)CC1c1cc(F)cc(F)c1, O. The product is CC1(C)C(=O)CC(c2cc(F)cc(F)c2)N(CC(=O)O)C1=O. As a reaction SMILES: [CH2:26]1[O:27][CH2:28][CH2:29][CH2:30]1.[ClH:25].[F:1][c:2]1[cH:3][c:4]([CH:9]2[CH2:10][C:11](=[O:24])[C:12]([CH3:22])([CH3:23])[C:13](=[O:21])[N:14]2[CH2:15][C:16](=[O:17])[O:18][CH2:19][CH3:20])[cH:5][c:6]([F:8])[cH:7]1.[OH2:31]>>[F:1][c:2]1[cH:3][c:4]([CH:9]2[CH2:10][C:11](=[O:24])[C:12]([CH3:22])([CH3:23])[C:13](=[O:21])[N:14]2[CH2:15][C:16](=[O:17])[OH:18])[cH:5][c:6]([F:8])[cH:7]1. Starting materials: C(C)(C)(C)C1=NN(C(=C1)N)C=1C=C(C=CC1)CC(=O)N1CCOCC1 (2-[3-(3-tert-butyl-5-amino-1H-pyrazol-1-yl)phenyl]-1-morpholinoethanone), B.CSC (borane methylsulfide), [OH-].[Na+] (sodium hydroxide), Cl (HCl). Solvent: C1CCOC1 (THF). The product is C(C)(C)(C)C1=NN(C(=C1)N)C1=CC(=CC=C1)CCN1CCOCC1 (3-tert-butyl-1-[3-(2-morpholinoethyl)phenyl]-1H-pyrazol-5-amine). Isolated yield 67.9%. As a reaction SMILES: [C:1]([C:5]1[CH:9]=[C:8]([NH2:10])[N:7]([C:11]2[CH:12]=[C:13]([CH2:17][C:18]([N:20]3[CH2:25][CH2:24][O:23][CH2:22][CH2:21]3)=O)[CH:14]=[CH:15][CH:16]=2)[N:6]=1)([CH3:4])([CH3:3])[CH3:2].B.CSC.Cl.[OH-].[Na+]>C1COCC1>[C:1]([C:5]1[CH:9]=[C:8]([NH2:10])[N:7]([C:11]2[CH:16]=[CH:15][CH:14]=[C:13]([CH2:17][CH2:18][N:20]3[CH2:21][CH2:22][O:23][CH2:24][CH2:25]3)[CH:12]=2)[N:6]=1)([CH3:4])([CH3:2])[CH3:3] |f:1.2,4.5|. Procedure: To a stirred solution of Example L (1.2 g, 3.5 mmol) in THF (6 ml) was added borane-methylsulfide (9 mmol). The mixture was heated to reflux for 90 min and cooled to RT, and 6 N HCl was added and heated to reflux for 10 min. The mixture was basified by adding sodium hydroxide, followed by extraction with ethyl acetate. The organic layer was dried (Na2SO4) filtered and concentrated in vacuo to yield 3-tert-butyl-1-[3-(2-morpholinoethyl)phenyl]-1H-pyrazol-5-amine (0.78 g), which was used without f...